From a dataset of the Open Reaction Database (ORD), a public repository of structured organic reaction records. describe an organic reaction: reactants, conditions, products, and yield Starting materials: O=C([O-])[O-], C1COCCO1, Cc1nc(N)nc(Cl)n1, COc1cnc(Cl)c(B(O)O)c1, [Na+], [Na+], O, c1ccc(P(c2ccccc2)(c2ccccc2)[Pd](P(c2ccccc2)(c2ccccc2)c2ccccc2)(P(c2ccccc2)(c2ccccc2)c2ccccc2)P(c2ccccc2)(c2ccccc2)c2ccccc2)cc1. Yields the product COc1cnc(Cl)c(-c2nc(C)nc(N)n2)c1. Reaction SMILES: [C:28](=[O:29])([O-:30])[O-:31].[CH2:1]1[O:2][CH2:3][CH2:4][O:5][CH2:6]1.[Cl:19][c:20]1[n:21][c:22]([NH2:27])[n:23][c:24]([CH3:26])[n:25]1.[Cl:7][c:8]1[n:9][cH:10][c:11]([O:17][CH3:18])[cH:12][c:13]1[B:14]([OH:15])[OH:16].[Na+:32].[Na+:33].[OH2:111].[cH:34]1[cH:35][cH:36][c:37]([P:38]([Pd:39]([P:40]([c:41]2[cH:42][cH:43][cH:44][cH:45][cH:46]2)([c:47]2[cH:48][cH:49][cH:50][cH:51][cH:52]2)[c:53]2[cH:54][cH:55][cH:56][cH:57][cH:58]2)([P:59]([c:60]2[cH:61][cH:62][cH:63][cH:64][cH:65]2)([c:66]2[cH:67][cH:68][cH:69][cH:70][cH:71]2)[c:72]2[cH:73][cH:74][cH:75][cH:76][cH:77]2)[P:78]([c:79]2[cH:80][cH:81][cH:82][cH:83][cH:84]2)([c:85]2[cH:86][cH:87][cH:88][cH:89][cH:90]2)[c:91]2[cH:92][cH:93][cH:94][cH:95][cH:96]2)([c:97]2[cH:98][cH:99][cH:100][cH:101][cH:102]2)[c:103]2[cH:104][cH:105][cH:106][cH:107][cH:108]2)[cH:109][cH:110]1>>[Cl:7][c:8]1[n:9][cH:10][c:11]([O:17][CH3:18])[cH:12][c:13]1-[c:20]1[n:21][c:22]([NH2:27])[n:23][c:24]([CH3:26])[n:25]1. Starting materials: FC1=CC=C(C=C1)C(CCN(CCCN)C)C1=NC=CC=C1 (N-[3-(4-fluorophenyl)-3-(2-pyridyl)propyl]-N-methyl-1,3-propanediamine), C(#N)NC(OC1=CC=CC=C1)=NCCCOC1=CC(=CC=C1)CN1CCCCC1 (N-cyano-O-phenyl-N'-[3-[3-(piperidinomethyl)phenoxy]propyl]isourea). Yields the product C(#N)NC(=NCCCOC1=CC(=CC=C1)CN1CCCCC1)NCCCN(C)CCC(C1=NC=CC=C1)C1=CC=C(C=C1)F (N-cyano-N'-[3-[N-[3-(4-fluorophenyl)-3-(2-pyridyl)propyl]-N-methylamino]propyl]-N"-[3-[3-(piperidinomethyl)phenoxy]propyl]guanidine). As a reaction SMILES: [F:1][C:2]1[CH:7]=[CH:6][C:5]([CH:8]([C:17]2[CH:22]=[CH:21][CH:20]=[CH:19][N:18]=2)[CH2:9][CH2:10][N:11]([CH3:16])[CH2:12][CH2:13][CH2:14][NH2:15])=[CH:4][CH:3]=1.[C:23]([NH:25][C:26](=[N:34][CH2:35][CH2:36][CH2:37][O:38][C:39]1[CH:44]=[CH:43][CH:42]=[C:41]([CH2:45][N:46]2[CH2:51][CH2:50][CH2:49][CH2:48][CH2:47]2)[CH:40]=1)OC1C=CC=CC=1)#[N:24]>>[C:23]([NH:25][C:26]([NH:15][CH2:14][CH2:13][CH2:12][N:11]([CH2:10][CH2:9][CH:8]([C:5]1[CH:6]=[CH:7][C:2]([F:1])=[CH:3][CH:4]=1)[C:17]1[CH:22]=[CH:21][CH:20]=[CH:19][N:18]=1)[CH3:16])=[N:34][CH2:35][CH2:36][CH2:37][O:38][C:39]1[CH:44]=[CH:43][CH:42]=[C:41]([CH2:45][N:46]2[CH2:47][CH2:48][CH2:49][CH2:50][CH2:51]2)[CH:40]=1)#[N:24]. Reported procedure: Preparation is effected analogously to Example 1, using 0.8 g (2.7 mmol) of N-[3-(4-fluorophenyl)-3-(2-pyridyl)propyl]-N-methyl-1,3-propanediamine and 1.04 g (2.6 mmol) of N-cyano-O-phenyl-N'-[3-[3-(piperidinomethyl)phenoxy]propyl]isourea as starting materials. Working up by chromatography analogously to Example 1 yields the purified title compound in the form of a viscous oil; MS (+FAB method): m/z (rel. int.[%])=600 ([M+H]+ 22.4), 214 (100); IR (KBr): 2164 cm-1 (C≡N). Reactants: C(C)(C)(C)C=1N=C(C2=C(N1)N(N=N2)CC2=C(C=CC=C2)Cl)N2CCOCC2 (5-tert-Butyl-3-(2-chloro-benzyl)-7-morpholin-4-yl-3H-[1,2,3]triazolo[4,5-d]pyrimidine), C(C)(C)(C)C=1N=C(C2=C(N1)N(N=N2)CC2=C(C=CC=C2)Cl)Cl (5-tert-butyl-7-chloro-3-(2-chlorobenzyl)-3H-[1,2,3]triazolo[4,5-d]pyrimidine), N1CCS(CC1)(=O)=O (thiomorpholine 1,1-dioxide). The product is C(C)(C)(C)C=1N=C(C2=C(N1)N(N=N2)CC2=C(C=CC=C2)Cl)N2CCS(CC2)(=O)=O (5-tert-Butyl-3-(2-chloro-benzyl)-7-(1,1-dioxo-1λ6-thiomorpholin-4-yl)-3H-[1,2,3]triazolo[4,5-d]pyrimidine), solid. Isolated yield 66.0%. As a reaction SMILES: [C:1]([C:5]1[N:6]=[C:7]([N:22]2[CH2:27][CH2:26]O[CH2:24][CH2:23]2)[C:8]2[N:13]=[N:12][N:11]([CH2:14][C:15]3[CH:20]=[CH:19][CH:18]=[CH:17][C:16]=3[Cl:21])[C:9]=2[N:10]=1)([CH3:4])([CH3:3])[CH3:2].C(C1N=C(Cl)C2N=NN(CC3C=CC=CC=3Cl)C=2N=1)(C)(C)C.N1CC[S:53](=[O:57])(=[O:56])CC1>>[C:1]([C:5]1[N:6]=[C:7]([N:22]2[CH2:27][CH2:26][S:53](=[O:57])(=[O:56])[CH2:24][CH2:23]2)[C:8]2[N:13]=[N:12][N:11]([CH2:14][C:15]3[CH:20]=[CH:19][CH:18]=[CH:17][C:16]=3[Cl:21])[C:9]=2[N:10]=1)([CH3:4])([CH3:3])[CH3:2]. Reported procedure: In analogy to the procedure described for the synthesis of 5-tert-butyl-3-(2-chloro-benzyl)-7-morpholin-4-yl-3H-[1,2,3]triazolo[4,5-d]pyrimidine (example 1, step c), the title compound was prepared from 5-tert-butyl-7-chloro-3-(2-chlorobenzyl)-3H-[1,2,3]triazolo[4,5-d]pyrimidine and thiomorpholine 1,1-dioxide and isolated as white solid (13.5 mg, 66%). MS (m/e): 435.4 (MH+). Reactants: FC=1C=CC2=C(C(CN3C(S2)=CC=C3)O)C1 ((±)-7-Fluoro-9,10-dihydro-9-hydroxypyrrolo[2,1-b][1,3]benzothiazepine), P(Br)(Br)Br (phosphorus tribromide), C([O-])([O-])=O.[Na+].[Na+] (sodium carbonate), C(C)O (ethanol). Run in C(C)OCC (ethyl ether), C(C)OCC (ethyl ether). Yields the product BrC1CN2C(SC3=C1C=C(C=C3)F)=CC=C2 ((±)-9-Bromo-7-fluoro-9,10-dihydropyrrolo[2,1-b][1,3]benzothiazepine). The yield is 48.0%. As a reaction SMILES: [F:1][C:2]1[CH:3]=[CH:4][C:5]2[S:11][C:10]3=[CH:12][CH:13]=[CH:14][N:9]3[CH2:8][CH:7](O)[C:6]=2[CH:16]=1.P(Br)(Br)[Br:18].C(O)C.C(=O)([O-])[O-].[Na+].[Na+]>C(OCC)C>[Br:18][CH:7]1[C:6]2[CH:16]=[C:2]([F:1])[CH:3]=[CH:4][C:5]=2[S:11][C:10]2=[CH:12][CH:13]=[CH:14][N:9]2[CH2:8]1 |f:3.4.5|. Procedure details: To a solution of 24c (0.17 g 0.71 mmol) in dry ethyl ether (3 ml) was added dropwise a solution of phosphorus tribromide (μL 33.5, 0.36 mmol) in dry ethyl ether (0.7 ml); the reaction mixture was refluxed for 2 hours under argon atmosphere. After cooling to room temperature dry ethanol (μL 143) was added and the resulting solution was heated at reflux for 1 hour. Then 4 ml of aqueous sodium carbonate was added; the organic phase was separated, dried and evaporated. The crude product was chromato... Reactants: C(C)(=O)N(C1=CC=C(C(=N1)N1CCN(CC1)C(=O)OCC)F)C1CC1 (4-[6-(acetylcyclopropylamino)-3-fluoro-2-pyridinyl]-1-piperazinecarboxylic acid, ethyl ester), Cl (hydrochloric acid). Run in CO (methanol). Conditions: time 18 hour. Product: C1(CC1)NC1=CC=C(C(=N1)N1CCN(CC1)C(=O)OCC)F (4-[6-(Cyclopropylamino)-3-fluoro-2-pyridinyl]-1-piperazinecarboxylic acid, ethyl ester). Isolated yield 90.6%. RXN SMILES: C([N:4]([CH:23]1[CH2:25][CH2:24]1)[C:5]1[N:10]=[C:9]([N:11]2[CH2:16][CH2:15][N:14]([C:17]([O:19][CH2:20][CH3:21])=[O:18])[CH2:13][CH2:12]2)[C:8]([F:22])=[CH:7][CH:6]=1)(=O)C.Cl>CO>[CH:23]1([NH:4][C:5]2[N:10]=[C:9]([N:11]3[CH2:16][CH2:15][N:14]([C:17]([O:19][CH2:20][CH3:21])=[O:18])[CH2:13][CH2:12]3)[C:8]([F:22])=[CH:7][CH:6]=2)[CH2:24][CH2:25]1. Procedure details: A solution of 21.9 g (63 mmole) of 4-[6-(acetylcyclopropylamino)-3-fluoro-2-pyridinyl]-1-piperazinecarboxylic acid, ethyl ester, 170 ml of 15% hydrochloric acid and 235 ml of methanol was refluxed for one hour and allowed to stir at room temperature for 18 hours. The methanol was removed in vacuo and the aqueous acid was made basic with 1.0N sodium hydroxide to pH 10.5. The mixture was extracted with chloroform, the chloroform layer washed with water, dried over magnesium sulfate, and evaporated... Reactants: N(C(=O)C)C1=CC=C(C=O)C=C1 (4-acetaminobenzaldehyde), C(C(O)CC#N)#N (malonitrile), N1CCCCC1 (piperidine). Run in 1, C(C)O (ethanol). Product: C(#N)C(=CC1=CC=C(C=C1)NC(C)=O)C#N (N-[4-(2,2-Dicyanovinyl)phenyl]acetamide). As a reaction SMILES: [NH:1]([C:5]1[CH:12]=[CH:11][C:8]([CH:9]=O)=[CH:7][CH:6]=1)[C:2]([CH3:4])=[O:3].C(#N)[CH:14]([CH2:16][C:17]#[N:18])O.[NH:20]1CCCCC1>C(O)C>[C:17]([C:16]([C:14]#[N:20])=[CH:9][C:8]1[CH:11]=[CH:12][C:5]([NH:1][C:2](=[O:3])[CH3:4])=[CH:6][CH:7]=1)#[N:18]. Procedure: 311.4 g (1.9 mol) of 4-acetaminobenzaldehyde and 131 g (1.99 mol) of malonitrile are initially introduced in 1 330 ml of ethanol, and 6 ml of piperidine are then added. The mixture is stirred under reflux for 30 minutes. After cooling down to room temperature, the crystals are filtered off with suction and dried. The reactants are ClC1=C(C(=NC=N1)OC1CCN(CC1)C(=O)OC(C)(C)C)C (t-butyl 4-((6-chloro-5-methylpyrimidin-4-yl)oxy)piperidine-1-carboxylate), OC1=CC=C(C=O)C=C1 (4-hydroxybenzaldehyde), C([O-])([O-])=O.[Cs+].[Cs+] (Cesium carbonate). Solvent: CN(C=O)C (dimethyl formamide). Run at temperature 70 celsius, time 24 hour. Product: C(=O)C1=CC=C(OC2=C(C(=NC=N2)OC2CCN(CC2)C(=O)OC(C)(C)C)C)C=C1 (tert-Butyl 4-((6-(4-formylphenoxy)-5-methylpyrimidin-4-yl)oxy)piperidine-1-carboxylate). Yield: 39.6%. Reaction SMILES: Cl[C:2]1[N:7]=[CH:6][N:5]=[C:4]([O:8][CH:9]2[CH2:14][CH2:13][N:12]([C:15]([O:17][C:18]([CH3:21])([CH3:20])[CH3:19])=[O:16])[CH2:11][CH2:10]2)[C:3]=1[CH3:22].[OH:23][C:24]1[CH:31]=[CH:30][C:27]([CH:28]=[O:29])=[CH:26][CH:25]=1.C(=O)([O-])[O-].[Cs+].[Cs+]>CN(C)C=O>[CH:28]([C:27]1[CH:30]=[CH:31][C:24]([O:23][C:2]2[N:7]=[CH:6][N:5]=[C:4]([O:8][CH:9]3[CH2:14][CH2:13][N:12]([C:15]([O:17][C:18]([CH3:21])([CH3:20])[CH3:19])=[O:16])[CH2:11][CH2:10]3)[C:3]=2[CH3:22])=[CH:25][CH:26]=1)=[O:29] |f:2.3.4|. Procedure: To a solution of t-butyl 4-((6-chloro-5-methylpyrimidin-4-yl)oxy)piperidine-1-carboxylate (2.0 gm, 0.00610 mole) and 4-hydroxybenzaldehyde (1.34 gm, 0.00610 mole) in dimethyl formamide (50 mL), Cesium carbonate (4 gm, 0.0122 mole) was added and reaction mixture was stirred for 24 hours at 70° C. Then reaction mixture was cooled, poured into ice cold water and extracted with ethyl acetate. organic extract was washed with water and brine, dried over sodium sulfate and evaporated under reduced pres...